From a dataset of the Open Reaction Database (ORD), a public repository of structured organic reaction records. describe an organic reaction: reactants, conditions, products, and yield Reactants: ClC1=CC=C(C=C1)C=CCOC1=C(C=C(C=C1)CCN)OC (2-{4-[3-(4-chloro-phenyl)-allyloxy]-3-methoxy-phenyl}-ethylamine), Cl (Hydrochloric acid), C(=O)(OC(C)(C)C)N[C@@H](C(C)C)C(=O)O (BOC-L-Valine), CN1CCOCC1 (N-methylmorpholine), ClC(=O)OCC(C)C (Isobutyl chloroformate). The solvent is O1CCCC1 (tetrahydrofuran), O1CCCC1 (tetrahydrofuran). Run at temperature -20 celsius, time 15 minute. Yields the product N[C@H](C(=O)NCCC1=CC(=C(C=C1)OCCCC1=CC=C(C=C1)Cl)OC)C(C)C ((S)-2-Amino-N-(2-{4-[3-(4-chloro-phenyl)-propoxy]-3-methoxy-phenyl}-ethyl)-3-methyl-butyramide). Reaction SMILES: C([NH:8][C@H:9]([C:13]([OH:15])=O)[CH:10]([CH3:12])[CH3:11])(OC(C)(C)C)=O.CN1CCOCC1.ClC(OCC(C)C)=O.[Cl:31][C:32]1[CH:37]=[CH:36][C:35]([CH:38]=[CH:39][CH2:40][O:41][C:42]2[CH:47]=[CH:46][C:45]([CH2:48][CH2:49][NH2:50])=[CH:44][C:43]=2[O:51][CH3:52])=[CH:34][CH:33]=1.Cl>O1CCCC1>[NH2:8][C@@H:9]([CH:10]([CH3:11])[CH3:12])[C:13]([NH:50][CH2:49][CH2:48][C:45]1[CH:46]=[CH:47][C:42]([O:41][CH2:40][CH2:39][CH2:38][C:35]2[CH:34]=[CH:33][C:32]([Cl:31])=[CH:37][CH:36]=2)=[C:43]([O:51][CH3:52])[CH:44]=1)=[O:15]. Reported procedure: BOC-L-Valine (31.4 g) and N-methylmorpholine (15.9 ml) are dissolved in tetrahydrofuran (250 ml) and cooled to −20° C. Isobutyl chloroformate (18.9 ml) is added dropwise during 20 minutes. The resulting mixture is stirred for 15 min and allowed to warm to −7° C. It is then cooled again to −20° C. and a solution of 2-{4-[3-(4-chloro-phenyl)-allyloxy]-3-methoxy-phenyl}-ethylamine (41.7 g) in tetrahydrofuran (150 ml) is added dropwise during 40 min. The reaction mixture is stirred at room temperatu... Reactants: CCS, COc1ccc2c(c1)C(C)(C)CO2, [H-], [Na+], CN(C)C=O, O. Yields the product CC1(C)COc2ccc(O)cc21. As a reaction SMILES: [CH2:1]([SH:2])[CH3:3].[CH3:6][O:7][c:8]1[cH:9][cH:10][c:11]2[c:12]([cH:18]1)[C:13]([CH3:16])([CH3:17])[CH2:14][O:15]2.[H-:4].[Na+:5].[O:20]=[CH:21][N:22]([CH3:23])[CH3:24].[OH2:19]>>[OH:7][c:8]1[cH:9][cH:10][c:11]2[c:12]([cH:18]1)[C:13]([CH3:16])([CH3:17])[CH2:14][O:15]2.